Dataset: the Open Reaction Database (ORD), a public repository of structured organic reaction records. Task: describe an organic reaction: reactants, conditions, products, and yield Reactants: C(=O)(O)CNCC(=O)O (N-(carboxymethyl)glycine), C(C1=CC=CC=C1)OC(=O)Cl (benzylchloroformate). Solvent: [OH-].[Na+] (NaOH), [OH-].[Na+] (NaOH). Conditions: time 8 hour. Product: C(C1=CC=CC=C1)OC(=O)N(CC(=O)O)CC(=O)O (N-[(Benzyloxy)carbonyl]-N-(carboxymethyl)glycine). Reaction SMILES: [C:1]([CH2:4][NH:5][CH2:6][C:7]([OH:9])=[O:8])([OH:3])=[O:2].[CH2:10]([O:17][C:18](Cl)=[O:19])[C:11]1[CH:16]=[CH:15][CH:14]=[CH:13][CH:12]=1>[OH-].[Na+]>[CH2:10]([O:17][C:18]([N:5]([CH2:6][C:7]([OH:9])=[O:8])[CH2:4][C:1]([OH:3])=[O:2])=[O:19])[C:11]1[CH:16]=[CH:15][CH:14]=[CH:13][CH:12]=1 |f:2.3|. Procedure details: To a solution of N-(carboxymethyl)glycine (13.31 g, 100.00 mmol) in aqueous 2N NaOH (100 mL) was added a solution of benzylchloroformate (18.77 g, 110.00 mmol) in aqueous 2N NaOH (55 mL) at 0° C. The reaction was stirred at room temperature overnight and washed with Et2O. The aqueous layer was acidified to pH 2 with aqueous 1N HCl solution and extracted four times with Et2O. The combined organic layers were dried over MgSO4, filtered, and concentrated in vacuo to afford the product as a clear oi... Reactants: C(C)(C)(C)OC(=O)CCN1CCN(CC1)C1=NC(=NC(=C1)C1=CC(=CC=C1)C(F)(F)F)C#N (4-[4-(2-tert-butyloxycarbonylethyl)-piperazin-1-yl]-6-(3-trifluoromethyl-phenyl)pyrimidine-2-carbonitrile), FC(C(=O)O)(F)F (trifluoroacetic acid). Run in ClCCl (dichloromethane). Reaction conditions: time 1 hour. Yields the product FC(C(=O)O)(F)F.C(=O)(O)CCN1CCN(CC1)C1=NC(=NC(=C1)C1=CC(=CC=C1)C(F)(F)F)C#N (4-[4-(2-carboxy-ethyl)-piperazin-1-yl]-6-(3-trifluoromethyl-phenyl)-pyrimidine-2-carbonitrile trifluoroacetic acid salt). Reaction SMILES: C([O:5][C:6]([CH2:8][CH2:9][N:10]1[CH2:15][CH2:14][N:13]([C:16]2[CH:21]=[C:20]([C:22]3[CH:27]=[CH:26][CH:25]=[C:24]([C:28]([F:31])([F:30])[F:29])[CH:23]=3)[N:19]=[C:18]([C:32]#[N:33])[N:17]=2)[CH2:12][CH2:11]1)=[O:7])(C)(C)C.[F:34][C:35]([F:40])([F:39])[C:36]([OH:38])=[O:37]>ClCCl>[F:34][C:35]([F:40])([F:39])[C:36]([OH:38])=[O:37].[C:6]([CH2:8][CH2:9][N:10]1[CH2:11][CH2:12][N:13]([C:16]2[CH:21]=[C:20]([C:22]3[CH:27]=[CH:26][CH:25]=[C:24]([C:28]([F:30])([F:29])[F:31])[CH:23]=3)[N:19]=[C:18]([C:32]#[N:33])[N:17]=2)[CH2:14][CH2:15]1)([OH:7])=[O:5] |f:3.4|. Procedure: To a stirring solution of the compound of Example 4 (22 mg) in dichloromethane (2 ml) was added trifluoroacetic acid (1 ml). The resulting solution was stirred at room temperature for 1 hr before concentrating in vacuo. The residue was then purified using preparative HPLC to give 4-[4-(2-carboxy-ethyl)-piperazin-1-yl]-6-(3-trifluoromethyl-phenyl)-pyrimidine-2-carbonitrile trifluoroacetic acid salt as a white solid (8.5 mg). Reactants: Cl (HCl), ClC=1C=C(C=CC1)N1C(O[C@]2(C1)CN([C@@H](C2)C(=O)OC(C)(C)C)C(=O)OC(C)(C)C)=O ((5S,8S)-di-tert-butyl 3-(3-chlorophenyl)-2-oxo-1-oxa-3,7-diazaspiro[4.4]nonane-7,8-dicarboxylate). Solvent: CO (MeOH). Run at time 8 hour. Product: COC(=O)[C@H]1NC[C@]2(CN(C(O2)=O)C2=CC(=CC=C2)Cl)C1 ((5S,8S)-methyl-3-(3-chlorophenyl)-2-oxo-1-oxa-3,7-diazaspiro[4.4]nonane-8-carboxylate). The yield is 81.8%. RXN SMILES: Cl.[Cl:2][C:3]1[CH:4]=[C:5]([N:9]2[CH2:13][C@@:12]3([CH2:17][C@@H:16]([C:18]([O:20][C:21](C)(C)C)=[O:19])[N:15](C(OC(C)(C)C)=O)[CH2:14]3)[O:11][C:10]2=[O:32])[CH:6]=[CH:7][CH:8]=1>CO>[CH3:21][O:20][C:18]([C@@H:16]1[CH2:17][C@:12]2([O:11][C:10](=[O:32])[N:9]([C:5]3[CH:6]=[CH:7][CH:8]=[C:3]([Cl:2])[CH:4]=3)[CH2:13]2)[CH2:14][NH:15]1)=[O:19]. Procedure details: Saturated HCl in MeOH (5 mL) was added to (5S,8S)-di-tert-butyl 3-(3-chlorophenyl)-2-oxo-1-oxa-3,7-diazaspiro[4.4]nonane-7,8-dicarboxylate (107 mg, 0.236 mmol) and stirred at room temp. overnight. The solution was concentrated and chromatography using DCM and 20% MeOH in DCM gave 60 mg (0.193 mmol) of (5S,8S)-methyl-3-(3-chlorophenyl)-2-oxo-1-oxa-3,7-diazaspiro[4.4]nonane-8-carboxylate (B3). 1H NMR (300 MHz, DMSO) 7.68 (s, 1H), 7.6-7.4 (m, 2H), 7.23 (m, 1H), 4.62 (m, 1H), 4.22 (m, 2H), 3.85-3.68... Reactants: [Al+3], C=C, ClCCl, [Cl-], [Cl-], [Cl-], O=C(Cl)Cc1ccc(Cl)cc1Cl. The product is O=C1CCc2cc(Cl)cc(Cl)c2C1. RXN SMILES: [Al+3:14].[CH2:17]=[CH2:18].[CH2:19]([Cl:20])[Cl:21].[Cl-:13].[Cl-:15].[Cl-:16].[Cl:1][c:2]1[c:3]([CH2:9][C:10](=[O:11])[Cl:12])[cH:4][cH:5][c:6]([Cl:8])[cH:7]1>>[Cl:1][c:2]1[c:3]2[c:4]([cH:5][c:6]([Cl:8])[cH:7]1)[CH2:17][CH2:18][C:10](=[O:11])[CH2:9]2.